Dataset: the Open Reaction Database (ORD), a public repository of structured organic reaction records. Task: describe an organic reaction: reactants, conditions, products, and yield Starting materials: ClC1=CC(NN=C1)=O (5-chloropyridazin-3(2H)-one), C(#N)C=1C=C(C=CC1)B(O)O (3-cyanophenyl boronic acid), dichloro-(1,4-bis(diphenylphosphino)-butane)palladium, C([O-])([O-])=O.[Na+].[Na+] (sodium carbonate). Run in C1(=CC=CC=C1)C (toluene). The product is C(#N)C=1C=C(C=CC1)C1=CC(NN=C1)=O (5-(3-cyanophenyl)pyridazin-3-one). Isolated yield 59.7%. Reaction SMILES: Cl[C:2]1[CH:7]=[N:6][NH:5][C:4](=[O:8])[CH:3]=1.[C:9]([C:11]1[CH:12]=[C:13](B(O)O)[CH:14]=[CH:15][CH:16]=1)#[N:10].C(=O)([O-])[O-].[Na+].[Na+]>C1(C)C=CC=CC=1>[C:9]([C:11]1[CH:16]=[C:15]([C:2]2[CH:7]=[N:6][NH:5][C:4](=[O:8])[CH:3]=2)[CH:14]=[CH:13][CH:12]=1)#[N:10] |f:2.3.4|. Reported procedure: To a mixture of 5-chloropyridazin-3(2H)-one (2.0 g, 15.3 mmol) and 3-cyanophenyl boronic acid (2.71 g, 18.4 mmol) in anhydrous toluene (20 ml) was added dichloro-(1,4-bis(diphenylphosphino)-butane)palladium (0.1 g, 0.16 mmol), and saturated aqueous sodium carbonate solution (5.0 ml) and the mixture was irradiated in a Milestone microwave reactor at 120° C. for 15 minutes. The resulting suspension was filtered and the solid was washed with isopropanol (20 ml) and dried on the sinter to give 5-(3-... Yields the product OC1=CC=C(C=C1)CC(C(=O)OCC)CCC (Ethyl 3-(4-hydroxyphenyl)-2-propylpropionate). Isolated yield 107.1%. Reagents/catalysts: [Pd] (palladium on carbon). Reported procedure: In a similar manner to that described in Reference example 1(d), a reaction was carried out using ethyl 3-(4-benzyloxyphenyl)-2-propylpropionate (4.00 g) and palladium on carbon (5%, 0.40 g) and the reaction mixture was treated to afford the desired compound (3.10 g) as a syrup. Starting materials: C(C1=CC=CC=C1)OC1=CC=C(C=C1)CC(C(=O)OCC)CCC (ethyl 3-(4-benzyloxyphenyl)-2-propylpropionate). RXN SMILES: C([O:8][C:9]1[CH:14]=[CH:13][C:12]([CH2:15][CH:16]([CH2:22][CH2:23][CH3:24])[C:17]([O:19][CH2:20][CH3:21])=[O:18])=[CH:11][CH:10]=1)C1C=CC=CC=1>[Pd]>[OH:8][C:9]1[CH:10]=[CH:11][C:12]([CH2:15][CH:16]([CH2:22][CH2:23][CH3:24])[C:17]([O:19][CH2:20][CH3:21])=[O:18])=[CH:13][CH:14]=1. Starting materials: OC1=CC=C(C2=CC=CC=C12)C=O (4-hydroxynaphthaldehyde), CC(CCN)C (3-methylbutylamine). The product is CC(CCNCC1=CC=C(C2=CC=CC=C12)O)C (4-[(3-Methylbutylamino)methyl]naphthalen-1-ol). As a reaction SMILES: [OH:1][C:2]1[C:11]2[C:6](=[CH:7][CH:8]=[CH:9][CH:10]=2)[C:5]([CH:12]=O)=[CH:4][CH:3]=1.[CH3:14][CH:15]([CH3:19])[CH2:16][CH2:17][NH2:18]>>[CH3:14][CH:15]([CH3:19])[CH2:16][CH2:17][NH:18][CH2:12][C:5]1[C:6]2[C:11](=[CH:10][CH:9]=[CH:8][CH:7]=2)[C:2]([OH:1])=[CH:3][CH:4]=1. Reported procedure: Using the procedure outlined in Preparation 83, 4-hydroxynaphthaldehyde and 3-methylbutylamine were converted to the title compound: RT=2.38 min; m/z (ES+)=144.1 [M+H]+. Starting materials: COc1ncc(Br)cc1N, O=S(=O)(Cl)c1ccc(F)cc1F, c1ccncc1. Yields the product COc1ncc(Br)cc1NS(=O)(=O)c1ccc(F)cc1F. RXN SMILES: [Br:1][c:2]1[cH:3][c:4]([NH2:10])[c:5]([O:8][CH3:9])[n:6][cH:7]1.[F:11][c:12]1[c:13]([S:19](=[O:20])(=[O:21])[Cl:22])[cH:14][cH:15][c:16]([F:18])[cH:17]1.[cH:23]1[cH:24][cH:25][n:26][cH:27][cH:28]1>>[Br:1][c:2]1[cH:3][c:4]([NH:10][S:19]([c:13]2[c:12]([F:11])[cH:17][c:16]([F:18])[cH:15][cH:14]2)(=[O:20])=[O:21])[c:5]([O:8][CH3:9])[n:6][cH:7]1. Reactants: C(C)(=O)NCCCC(=O)OC (Methyl 4-acetamidobutyrate), N(Cl)Cl (iminochloride), N=[N+]=[N-] (hydrogen azide), P(Cl)(Cl)(Cl)(Cl)Cl (Phosphorus pentachloride). The solvent is C1=CC=CC=C1 (benzene), C1=CC=CC=C1 (benzene). Conditions: time 8 hour. The product is CC1=NN=NN1CCCC(=O)OC (methyl 4-(5-methyl-1,2,3,4-tetrazol-1-yl)butyrate). As a reaction SMILES: [C:1]([NH:4][CH2:5][CH2:6][CH2:7][C:8]([O:10][CH3:11])=[O:9])(=O)[CH3:2].P(Cl)(Cl)(Cl)(Cl)Cl.N(Cl)Cl.[NH:21]=[N+:22]=[N-:23]>C1C=CC=CC=1>[CH3:2][C:1]1[N:4]([CH2:5][CH2:6][CH2:7][C:8]([O:10][CH3:11])=[O:9])[N:23]=[N:22][N:21]=1. Procedure details: Methyl 4-acetamidobutyrate (8 g) is dissolved in benzene (80 ml). Phosphorus pentachloride (12 g, 0.055 mol) is added to the solution with stirring and ice-cooling. The mixture is stirring at room temperature for 1.5 hours and then concentrated to about 1/3 volume under reduced pressure. To the resulting iminochloride solution is added dropwise a solution of hydrogen azide in benzene (0.0173 mol/10 ml, 57.8 ml) with stirring and ice-cooling. The mixture is stirred at room temperature for 1 hour,... Starting materials: ClC1=C(C=CC(=C1)C(=O)N1CCN(CC1)C1=C(C=C(C=C1)C)C)N1C(CC(C1)C(=O)N1CCN(CC1)C)=O (1-{2-chloro-4-[4-(2,4-dimethylphenyl)piperazine-1-carbonyl]phenyl}-4-(4-methylpiperazine-1-carbonyl)pyrrolidin-2-one), Cl.C(C)(=O)OCC (hydrogen chloride ethyl acetate). Run in C(C)(=O)OCC (ethyl acetate). Yields the product Cl.ClC1=C(C=CC(=C1)C(=O)N1CCN(CC1)C1=C(C=C(C=C1)C)C)N1C(CC(C1)C(=O)N1CCN(CC1)C)=O (1-{2-chloro-4-[4-(2,4-dimethylphenyl)piperazine-1-carbonyl]phenyl}-4-(4-methylpiperazine-1-carbonyl)pyrrolidin-2-one hydrochloride). Reaction SMILES: [Cl:1][C:2]1[CH:7]=[C:6]([C:8]([N:10]2[CH2:15][CH2:14][N:13]([C:16]3[CH:21]=[CH:20][C:19]([CH3:22])=[CH:18][C:17]=3[CH3:23])[CH2:12][CH2:11]2)=[O:9])[CH:5]=[CH:4][C:3]=1[N:24]1[CH2:28][CH:27]([C:29]([N:31]2[CH2:36][CH2:35][N:34]([CH3:37])[CH2:33][CH2:32]2)=[O:30])[CH2:26][C:25]1=[O:38].Cl.C(OCC)(=O)C>C(OCC)(=O)C>[ClH:1].[Cl:1][C:2]1[CH:7]=[C:6]([C:8]([N:10]2[CH2:11][CH2:12][N:13]([C:16]3[CH:21]=[CH:20][C:19]([CH3:22])=[CH:18][C:17]=3[CH3:23])[CH2:14][CH2:15]2)=[O:9])[CH:5]=[CH:4][C:3]=1[N:24]1[CH2:28][CH:27]([C:29]([N:31]2[CH2:36][CH2:35][N:34]([CH3:37])[CH2:33][CH2:32]2)=[O:30])[CH2:26][C:25]1=[O:38] |f:1.2,4.5|. Procedure: Using (4-bromo-3-chlorophenyl)[4-(2,4-dimethylphenyl)piperazin-1-yl]methanone (2.90 g) described in Preparation Example 171 and 5-oxopyrrolidine-3-carboxylic acid methyl ester (1.00 g) and by the reaction and treatment in the same manner as in Example 1, 1-{2-chloro-4-[4-(2,4-dimethylphenyl)piperazine-1-carbonyl]phenyl}-5-oxopyrrolidine-3-carboxylic acid methyl ester (2.80 g) was obtained. The so obtained 1-{2-chloro-4-[4-(2,4-dimethylphenyl)piperazine-1-carbonyl]phenyl}-5-oxopyrrolidine-3-carbo...